describe an organic reaction: reactants, conditions, products, and yield From a dataset of the Open Reaction Database (ORD), a public repository of structured organic reaction records. The reactants are Cl.NO (hydroxylamine hydrochloride), C([O-])([O-])=O.[Na+].[Na+] (sodium carbonate), C(C)(C)(C)C1=CC=C(CBr)C=C1 (p-tert-butylbenzyl bromide). The solvent is CN(C=O)C (dimethylformamide). The product is C(C)(C)(C)C1=CC=C(CN(O)CC2=CC=C(C=C2)C(C)(C)C)C=C1 (N,N-Bis(p-tert-butylbenzyl)hydroxylamine). RXN SMILES: C(=O)([O-])[O-].[Na+].[Na+].Cl.[NH2:8][OH:9].[C:10]([C:14]1[CH:21]=[CH:20][C:17]([CH2:18]Br)=[CH:16][CH:15]=1)([CH3:13])([CH3:12])[CH3:11]>CN(C)C=O>[C:10]([C:14]1[CH:21]=[CH:20][C:17]([CH2:18][N:8]([CH2:18][C:17]2[CH:20]=[CH:21][C:14]([C:10]([CH3:13])([CH3:12])[CH3:11])=[CH:15][CH:16]=2)[OH:9])=[CH:16][CH:15]=1)([CH3:13])([CH3:12])[CH3:11] |f:0.1.2,3.4|. Procedure: To a suspension of 23.0 g of anhydrous sodium carbonate in 75 ml of dry dimethylformamide is added 3.78 g of hydroxylamine hydrochloride followed by 24.72 g of p-tert-butylbenzyl bromide. After stirring at room temperature, the insoluble inorganic residue is removed by filtration and the mixture is concentrated under reduced pressure. Preparative liquid chromatography on the crude product affords a white solid, mp 108°-110° C. Starting materials: NC1=C2N=CN(C2=NC(=N1)SC1=CC2=CC=CC=C2C=C1)CC1=CC=CC=C1 (6-Amino-9-benzyl-2-(2-naphthylthio)purine), BrBr (bromine), S(=S)(=O)([O-])[O-].[Na+].[Na+] (sodium thiosulfate). Run in C(Cl)Cl (methylene chloride). Conditions: time 5.5 hour. The product is NC1=C2N=C(N(C2=NC(=N1)SC1=CC2=CC=CC=C2C=C1)CC1=CC=CC=C1)Br (6-Amino-9-benzyl-8-bromo-2-(2-naphthylthio)purine). The yield is 44.0%. As a reaction SMILES: [NH2:1][C:2]1[N:10]=[C:9]([S:11][C:12]2[CH:21]=[CH:20][C:19]3[C:14](=[CH:15][CH:16]=[CH:17][CH:18]=3)[CH:13]=2)[N:8]=[C:7]2[C:3]=1[N:4]=[CH:5][N:6]2[CH2:22][C:23]1[CH:28]=[CH:27][CH:26]=[CH:25][CH:24]=1.[Br:29]Br.S([O-])([O-])(=O)=S.[Na+].[Na+]>C(Cl)Cl>[NH2:1][C:2]1[N:10]=[C:9]([S:11][C:12]2[CH:21]=[CH:20][C:19]3[C:14](=[CH:15][CH:16]=[CH:17][CH:18]=3)[CH:13]=2)[N:8]=[C:7]2[C:3]=1[N:4]=[C:5]([Br:29])[N:6]2[CH2:22][C:23]1[CH:28]=[CH:27][CH:26]=[CH:25][CH:24]=1 |f:2.3.4|. Reported procedure: 6-Amino-9-benzyl-2-(2-naphthylthio)purine (221 mg, 0.58 mmol) and bromine (0.4 ml) were dissolved in 160 ml of methylene chloride and the solution was stirred at room temperature for 5.5 hours. Aqueous sodium thiosulfate was added to the reaction mixture. The organic layer was separated, dried on magnesium sulfate and filtered. The solvent in the filtrate was evaporated in vacuo. The residue was purified with silica gel chromatography (0.5% methanol/chloroform) to give the subject compound (118 ... Reactants: [Al+3], CC12CCC(=O)N1CCc1c2ccn1-c1ccccc1, [H-], [H-], [H-], [H-], [H-], [Li+], [Na+], [OH-], O. Product: CC12CCCN1CCc1c2ccn1-c1ccccc1. RXN SMILES: [Al+3:2].[CH3:7][C:8]12[c:9]3[c:10]([n:18](-[c:21]4[cH:22][cH:23][cH:24][cH:25][cH:26]4)[cH:19][cH:20]3)[CH2:11][CH2:12][N:13]1[C:14](=[O:17])[CH2:15][CH2:16]2.[H-:1].[H-:27].[H-:4].[H-:5].[H-:6].[Li+:3].[Na+:29].[OH-:28].[OH2:30]>>[CH3:7][C:8]12[c:9]3[c:10]([n:18](-[c:21]4[cH:22][cH:23][cH:24][cH:25][cH:26]4)[cH:19][cH:20]3)[CH2:11][CH2:12][N:13]1[CH2:14][CH2:15][CH2:16]2. Reactants: [O-]Cl, [K+], Nc1nc2c(ccn2C2CC(O)C(CO)O2)c(=S)[nH]1, [NH4+], [Na+], [OH-], [OH-]. Yields the product NSc1nc(N)nc2c1ccn2C1CC(O)C(CO)O1. RXN SMILES: [Cl:1][O-:2].[K+:26].[NH2:6][c:7]1[nH:8][c:9](=[S:24])[c:10]2[c:11]([n:12]1)[n:13]([CH:16]1[CH2:17][CH:18]([OH:19])[CH:20]([CH2:22][OH:23])[O:21]1)[cH:14][cH:15]2.[NH4+:4].[Na+:3].[OH-:25].[OH-:5]>>[NH2:4][S:24][c:9]1[n:8][c:7]([NH2:6])[n:12][c:11]2[c:10]1[cH:15][cH:14][n:13]2[CH:16]1[CH2:17][CH:18]([OH:19])[CH:20]([CH2:22][OH:23])[O:21]1. The reactants are aqueous solution, [OH-].[Li+] (lithium hydroxide), C(C#CC)OC1=CC=C(C=C1)S(=O)(=O)NC[C@@H](C(=O)OC)N1CCN(CC1)S(=O)(=O)C (methyl (S)-3-(4-but-2-ynyloxybenzenesulfonylamino)-2-(4-methanesulfonylpiperazin-1-yl)propanoate). The solvent is O1CCCC1 (tetrahydrofuran). Conditions: temperature 0 celsius, time 20 hour. The product is C(C#CC)OC1=CC=C(C=C1)S(=O)(=O)NC[C@@H](C(=O)O)N1CCN(CC1)S(=O)(=O)C ((S)-3-(4-but-2-ynyloxybenzenesulfonylamino)-2-(4-methanesulfonylpiperazin-1-yl)propanoic acid). Yield: 92.5%. Reaction SMILES: [OH-].[Li+].[CH2:3]([O:7][C:8]1[CH:13]=[CH:12][C:11]([S:14]([NH:17][CH2:18][C@H:19]([N:24]2[CH2:29][CH2:28][N:27]([S:30]([CH3:33])(=[O:32])=[O:31])[CH2:26][CH2:25]2)[C:20]([O:22]C)=[O:21])(=[O:16])=[O:15])=[CH:10][CH:9]=1)[C:4]#[C:5][CH3:6]>O1CCCC1>[CH2:3]([O:7][C:8]1[CH:9]=[CH:10][C:11]([S:14]([NH:17][CH2:18][C@H:19]([N:24]2[CH2:25][CH2:26][N:27]([S:30]([CH3:33])(=[O:31])=[O:32])[CH2:28][CH2:29]2)[C:20]([OH:22])=[O:21])(=[O:16])=[O:15])=[CH:12][CH:13]=1)[C:4]#[C:5][CH3:6] |f:0.1|. Reported procedure: 1.3 ml (1.3 mmol) of an aqueous solution of lithium hydroxide having a concentration of 1M are added to a solution of 400 mg (0.8 mmol) of methyl (S)-3-(4-but-2-ynyloxybenzenesulfonylamino)-2-(4-methanesulfonylpiperazin-1-yl)propanoate diluted in 10 ml of tetrahydrofuran cooled beforehand to 0° C. The reaction medium is stirred at ambient temperature for 20 h. After evaporation to dryness, 1.5 ml of an aqueous solution of acetic acid having a concentration of 1M are added so as to obtain a pH=6.... Reactants: Clc1ncnc2nc[nH]c12, C#Cc1cccc(N)c1, c1ccncc1. Product: C#Cc1cccc(Nc2ncnc3[nH]cnc23)c1. As a reaction SMILES: [Cl:1][c:2]1[c:3]2[nH:4][cH:5][n:6][c:7]2[n:8][cH:9][n:10]1.[NH2:11][c:12]1[cH:13][c:14]([C:18]#[CH:19])[cH:15][cH:16][cH:17]1.[cH:20]1[cH:21][cH:22][n:23][cH:24][cH:25]1>>[c:2]1([NH:11][c:12]2[cH:13][c:14]([C:18]#[CH:19])[cH:15][cH:16][cH:17]2)[c:3]2[n:4][cH:5][nH:6][c:7]2[n:8][cH:9][n:10]1. Reactants: C1(CC1)C=1N=C2N(C=C(C=C2)N2C(C=C(C=C2)O)=O)C1C (1-(2-cyclopropyl-3-methylimidazo[1,2-a]pyridin-6-yl)-4-hydroxypyridin-2(1H)-one), BrC1=CC=C(CO)C=C1 (p-bromobenzyl alcohol), (E)-bis(2-methoxyethyl)diazene-1,2-dicarboxylate, C1(=CC=CC=C1)P(C1=CC=CC=C1)C1=CC=CC=C1 (triphenylphosphine). The solvent is C1CCOC1 (THF). Conditions: time 16 hour. Yields the product BrC1=CC=C(COC2=CC(N(C=C2)C=2C=CC=3N(C2)C(=C(N3)C3CC3)C)=O)C=C1 (4-((4-Bromobenzyl)oxy)-1-(2-cyclopropyl-3-methylimidazo[1,2-a]pyridin-6-yl)pyridin-2(1H)-one). Yield: 62.8%. RXN SMILES: [CH:1]1([C:4]2[N:5]=[C:6]3[CH:11]=[CH:10][C:9]([N:12]4[CH:17]=[CH:16][C:15]([OH:18])=[CH:14][C:13]4=[O:19])=[CH:8][N:7]3[C:20]=2[CH3:21])[CH2:3][CH2:2]1.[Br:22][C:23]1[CH:30]=[CH:29][C:26]([CH2:27]O)=[CH:25][CH:24]=1.C1(P(C2C=CC=CC=2)C2C=CC=CC=2)C=CC=CC=1>C1COCC1>[Br:22][C:23]1[CH:30]=[CH:29][C:26]([CH2:27][O:18][C:15]2[CH:16]=[CH:17][N:12]([C:9]3[CH:10]=[CH:11][C:6]4[N:7]([C:20]([CH3:21])=[C:4]([CH:1]5[CH2:3][CH2:2]5)[N:5]=4)[CH:8]=3)[C:13](=[O:19])[CH:14]=2)=[CH:25][CH:24]=1. Procedure: To a solution of 1-(2-cyclopropyl-3-methylimidazo[1,2-a]pyridin-6-yl)-4-hydroxypyridin-2(1H)-one (500 mg) in THF (5 ml) were added p-bromobenzyl alcohol (332 mg), (E)-bis(2-methoxyethyl)diazene-1,2-dicarboxylate (541 mg) and triphenylphosphine (606 mg), and the mixture was stirred at room temperature for 16 h. The mixture was partitioned between EtOAc and water, and the organic layer was washed with brine, dried over MgSO4, concentrated in vacuo, and purified by silica gel column chromatography ... The reactants are C(C1=CC=CC=C1)OC(=O)NC[C@@H](C(=O)O)NC(=O)OC(C)(C)C ((S)-3-[(benzyloxycarbonyl)-amino]-2-[(tert-butyloxycarbonyl)-amino]-propanoic acid), CS(=O)(=O)Cl (methanesulphonyl chloride), N1CCCC1 (pyrrolidine). The product is Cl.N[C@@H](CNS(=O)(=O)C)C(N1CCCC1)=O ((S)-N-[2-Amino-3-oxo-3-(1-pyrrolidinyl)propyl]-methane-sulphonamide Hydrochloride). RXN SMILES: C(OC([NH:11][CH2:12][C@H:13]([NH:17]C(OC(C)(C)C)=O)[C:14]([OH:16])=O)=O)C1C=CC=CC=1.[CH3:25][S:26]([Cl:29])(=[O:28])=[O:27].[NH:30]1[CH2:34][CH2:33][CH2:32][CH2:31]1>>[ClH:29].[NH2:17][C@H:13]([C:14](=[O:16])[N:30]1[CH2:34][CH2:33][CH2:32][CH2:31]1)[CH2:12][NH:11][S:26]([CH3:25])(=[O:28])=[O:27] |f:3.4|. Procedure details: Starting from (S)-3-[(benzyloxycarbonyl)-amino]-2-[(tert-butyloxycarbonyl)-amino]-propanoic acid, methanesulphonyl chloride and pyrrolidine, the expected product is obtained according to the procedure described in Example 3.